Dataset: the Open Reaction Database (ORD), a public repository of structured organic reaction records. Task: describe an organic reaction: reactants, conditions, products, and yield The reactants are NC1=C(C#N)C(=CC=C1)C (2-amino-6-methylbenzonitrile), C(C1=CC=CC=C1)(=O)N=C=O (benzoyl isocyanate). The product is C(#N)C1=C(C=CC=C1C)NC(=O)NC(C1=CC=CC=C1)=O (N-(2-Cyano-3-methylphenylcarbamoyl)benzamide). As a reaction SMILES: [NH2:1][C:2]1[CH:9]=[CH:8][CH:7]=[C:6]([CH3:10])[C:3]=1[C:4]#[N:5].[C:11]([N:19]=[C:20]=[O:21])(=[O:18])[C:12]1[CH:17]=[CH:16][CH:15]=[CH:14][CH:13]=1>>[C:4]([C:3]1[C:6]([CH3:10])=[CH:7][CH:8]=[CH:9][C:2]=1[NH:1][C:20]([NH:19][C:11](=[O:18])[C:12]1[CH:13]=[CH:14][CH:15]=[CH:16][CH:17]=1)=[O:21])#[N:5]. Procedure details: Prepared as in example 1a from 2-amino-6-methylbenzonitrile and benzoyl isocyanate as an off-white solid. 1H NMR (400 MHz, DMSO-d6) δ7.19 (d, J=7.6 Hz, 1H), 7.52-7.68 (m, 5H), 8.02-8.08 (m, 2H), 11.32 (s, 1H), 11.46 (s, 1H). MS 280 (MH+). Starting materials: C(C)(=O)OC(C)(C)C (t-butyl acetate), IC[C@@H](CCCC(C)C)C ((R)-1-iodo-2,6-dimethyl heptane), C(C)(C)NC(C)C (diisopropyl amine), [Li]CCCC (nBuLi), solution. Solvent: C1CCOC1 (THF), CN(C)P(=O)(N(C)C)N(C)C (HMPA), C1CCOC1 (THF), CCCCC (pentane). Reaction conditions: temperature -78 celsius, time 30 minute. Product: C(C)(C)(C)OC(CC[C@@H](CCCC(C)C)C)=O ((4R)-4,8-dimethyl nonanoic acid t-butyl ester). Yield: 87.4%. Reaction SMILES: C(NC(C)C)(C)C.[Li]CCCC.[C:13]([O:16][C:17]([CH3:20])([CH3:19])[CH3:18])(=[O:15])[CH3:14].I[CH2:22][C@H:23]([CH3:30])[CH2:24][CH2:25][CH2:26][CH:27]([CH3:29])[CH3:28]>C1COCC1.CCCCC.CN(P(N(C)C)(N(C)C)=O)C>[C:17]([O:16][C:13](=[O:15])[CH2:14][CH2:22][C@H:23]([CH3:30])[CH2:24][CH2:25][CH2:26][CH:27]([CH3:29])[CH3:28])([CH3:20])([CH3:19])[CH3:18]. Procedure: To diisopropyl amine (0.827 mL, 5.9 mmol) in THF (8 mL) at −78° C. was added nBuLi (2.65 mL of a 2.6 M solution in pentane). The solution was stirred for 30 min at −78° C., followed by the addition of t-butyl acetate (0.8 mL, 5.9 mmol). The mixture was stirred at −78° C. for 2 h, and then (R)-1-iodo-2,6-dimethyl heptane (0.3 g, 1.18 mmol) and HMPA (1.5 mL) in THF (1 mL) was added. The reaction was stirred at −78° C. and allowed to slowly reach ambient temperature overnight, then heated at 35° C.... The reactants are Cl (hydrochloric acid), aqueous solution, [OH-].[Li+] (lithium hydroxide), O1C(CCCC1)CCC(=O)OC (methyl 3-(tetrahydropyran-2-yl)propanoate). Run in O1CCCC1 (tetrahydrofuran). Product: O1C(CCCC1)CCC(=O)O (3-(Tetrahydropyran-2-yl)propanoic Acid). Isolated yield 108.9%. Reaction SMILES: [OH-].[Li+].[O:3]1[CH2:8][CH2:7][CH2:6][CH2:5][CH:4]1[CH2:9][CH2:10][C:11]([O:13]C)=[O:12].Cl>O1CCCC1>[O:3]1[CH2:8][CH2:7][CH2:6][CH2:5][CH:4]1[CH2:9][CH2:10][C:11]([OH:13])=[O:12] |f:0.1|. Procedure details: A 2M aqueous solution of lithium hydroxide (4 ml) was added to a solution of methyl 3-(tetrahydropyran-2-yl)propanoate (Preparation 25, 460 mg, 2.67 mmol) in tetrahydrofuran (16 ml) and the reaction mixture was heated under reflux for 10 h. The cooled reaction mixture was acidified with 2N aqueous hydrochloric acid to pH 1 and extracted with ethyl acetate (3×50 ml). The combined extracts were washed with brine (30 ml), dried (MgSO4), filtered and concentrated in vacuo to give the title compound ... Starting materials: [Cl-].[NH4+] (Ammonium chloride), O (water), [N+](=O)([O-])C1=CC(=C(C=C1)N1C[C@@H](N([C@@H](C1)C)CC(=O)OCC)C)C#N (ethyl cis-4-(4-nitro-2-cyanophenyl)-2,6-dimethylpiperazin-1-ylacetate). The reagents and catalysts are [Fe] (iron). The solvent is C(C)O (ethanol), C(C)O (ethanol). Conditions: temperature 65 celsius, time 1 hour. The product is NC1=CC(=C(C=C1)N1C[C@@H](N([C@@H](C1)C)CC(=O)OCC)C)C#N (Ethyl cis-4-(4-amino-2-cyanophenyl)-2,6-dimethylpiperazin-1-ylacetate). The yield is 96.3%. RXN SMILES: [Cl-].[NH4+].O.[N+:4]([C:7]1[CH:12]=[CH:11][C:10]([N:13]2[CH2:18][C@@H:17]([CH3:19])[N:16]([CH2:20][C:21]([O:23][CH2:24][CH3:25])=[O:22])[C@@H:15]([CH3:26])[CH2:14]2)=[C:9]([C:27]#[N:28])[CH:8]=1)([O-])=O>[Fe].C(O)C>[NH2:4][C:7]1[CH:12]=[CH:11][C:10]([N:13]2[CH2:18][C@@H:17]([CH3:19])[N:16]([CH2:20][C:21]([O:23][CH2:24][CH3:25])=[O:22])[C@@H:15]([CH3:26])[CH2:14]2)=[C:9]([C:27]#[N:28])[CH:8]=1 |f:0.1|. Procedure: Ammonium chloride (1.2 g) and iron powder (6.1 g) were added to a mixed solvent of water (90 ml) and ethanol (270 ml), and the mixture was heated to 65° C. Then, ethanol solution (20 ml) containing ethyl cis-4-(4-nitro-2-cyanophenyl)-2,6-dimethylpiperazin-1-ylacetate (10.8 g) was dropwise added in parts over 20 min and the mixture was stirred at a refluxing temperature for 1 h. The reaction mixture was ice-cooled and filtrated. The solvent was evaporated under reduced pressure. To the residue wa... The reactants are FC1=CC=C2C=NNC2=C1 (6-fluoro-1H-indazole), [OH-].[K+] (potassium hydroxide), II (iodine). The solvent is CN(C)C=O (DMF). Run at time 8 hour. The product is FC1=CC=C2C(=NNC2=C1)I (6-fluoro-3-iodo-1H-indazole). Isolated yield 81.2%. As a reaction SMILES: [F:1][C:2]1[CH:10]=[C:9]2[C:5]([CH:6]=[N:7][NH:8]2)=[CH:4][CH:3]=1.[OH-].[K+].[I:13]I>CN(C=O)C>[F:1][C:2]1[CH:10]=[C:9]2[C:5]([C:6]([I:13])=[N:7][NH:8]2)=[CH:4][CH:3]=1 |f:1.2|. Procedure details: To a solution of 6-fluoro-1H-indazole (5.50 g, 40.4 mmol) in DMF (150 ml) at room temperature was added potassium hydroxide (6.8 g, 121 mmol) and iodine (15.4 g, 60.6 mmol). The maroon reaction mixture was stirred at room temperature for 8 h then quenched with 10% aqueous Na2S2O3 and diluted with water. The mixture was extracted with EtOAc (2×). The combined organics were washed with water, sat LiCl, and sat NaCl, then dried over MgSO4 and concentrated to afford 8.6 g (81%) of 6-fluoro-3-iodo-1H...